describe an organic reaction: reactants, conditions, products, and yield From a dataset of the Open Reaction Database (ORD), a public repository of structured organic reaction records. Starting materials: NC1=C(C(=NN1C1=C(C=C(C=C1Cl)C(F)(F)F)Cl)C#N)N(S(=O)(=O)C(F)(F)F)C (N-{5-amino-3-cyano-1-[2,6-dichloro-4-(trifluoromethyl)phenyl]-1H-pyrazol-4-yl}-1,1,1-trifluoro-N-methylmethanesulfonamide), N(=O)OC(C)(C)C (tert-butyl nitrite), crude product. Run in O1CCCC1 (tetrahydrofuran), C(C)#N (acetonitrile), CS(=O)C (dimethyl sulphoxide), O (water). Conditions: temperature 60 celsius. Yields the product C(#N)C1=NN(C=C1N(S(=O)(=O)C(F)(F)F)C)C1=C(C=C(C=C1Cl)C(F)(F)F)Cl (N-{3-cyano-1-[2,6-dichloro-4-(trifluoromethyl)phenyl]-1H-pyrazol-4-yl}-1,1,1-trifluoro-N-methyl methanesulfonamide). The yield is 55.2%. Reaction SMILES: N[C:2]1[N:6]([C:7]2[C:12]([Cl:13])=[CH:11][C:10]([C:14]([F:17])([F:16])[F:15])=[CH:9][C:8]=2[Cl:18])[N:5]=[C:4]([C:19]#[N:20])[C:3]=1[N:21]([CH3:29])[S:22]([C:25]([F:28])([F:27])[F:26])(=[O:24])=[O:23].N(OC(C)(C)C)=O>O1CCCC1.C(#N)C.CS(C)=O.O>[C:19]([C:4]1[C:3]([N:21]([CH3:29])[S:22]([C:25]([F:28])([F:26])[F:27])(=[O:24])=[O:23])=[CH:2][N:6]([C:7]2[C:8]([Cl:18])=[CH:9][C:10]([C:14]([F:16])([F:17])[F:15])=[CH:11][C:12]=2[Cl:13])[N:5]=1)#[N:20]. Reported procedure: To a solution of Example 20 (150 mg, 0.31 mmol) in tetrahydrofuran (5 ml) was added dropwise tert-butyl nitrite (111 μl, 0.93 mmol). The reaction mixture was then heated at 60° C. overnight. The reaction mixture was concentrated in vacuo and the residue was partitioned between ethyl acetate (20 ml) and water (20 ml). The organic layer was separated, washed with brine (20 ml), dried (Na2SO4) and concentrated in vacuo. The residue was purified by column chromatography (silica, 10 g) eluting with d... Starting materials: Clc1nc2ccccc2s1, Cl, Cc1c(N)cn2ncc(C#N)c(Nc3ccc(Oc4ccccc4)cc3)c12, CN(C)C=O. Product: Cc1c(Nc2nc3ccccc3s2)cn2ncc(C#N)c(Nc3ccc(Oc4ccccc4)cc3)c12. RXN SMILES: [Cl:29][c:30]1[s:31][c:32]2[c:33]([n:34]1)[cH:35][cH:36][cH:37][cH:38]2.[ClH:1].[NH2:2][c:3]1[c:4]([CH3:28])[c:5]2[n:6]([n:7][cH:8][c:9]([C:25]#[N:26])[c:10]2[NH:11][c:12]2[cH:13][cH:14][c:15]([O:18][c:19]3[cH:20][cH:21][cH:22][cH:23][cH:24]3)[cH:16][cH:17]2)[cH:27]1.[O:39]=[CH:40][N:41]([CH3:42])[CH3:43]>>[NH:2]([c:3]1[c:4]([CH3:28])[c:5]2[n:6]([n:7][cH:8][c:9]([C:25]#[N:26])[c:10]2[NH:11][c:12]2[cH:13][cH:14][c:15]([O:18][c:19]3[cH:20][cH:21][cH:22][cH:23][cH:24]3)[cH:16][cH:17]2)[cH:27]1)[c:30]1[s:31][c:32]2[c:33]([n:34]1)[cH:35][cH:36][cH:37][cH:38]2. Starting materials: N-oxyl, C(C1=CC=CC=C1)(=O)OC1CC(N(C(C1)(C)C)O)(C)C (4-benzoyloxy-1-oxyl-2,2,6,6-tetramethylpiperidine), C(C)(C)(C)OO (tert-butyl hydroperoxide), CCCCCCCCCCCCCCCCCC (octadecane). The reagents and catalysts are [Mo](=O)(=O)=O (molybdenum trioxide). Yields the product C(C1=CC=CC=C1)(=O)OC1CC(N(C(C1)(C)C)OC(CCCCCCCCCCCCCCCCC)(ON1C(CC(CC1(C)C)OC(C1=CC=CC=C1)=O)(C)C)ON1C(CC(CC1(C)C)OC(C1=CC=CC=C1)=O)(C)C)(C)C (Tris-(4-benzoyloxy-2,2,6,6-tetramethyl-piperidin-1-yloxy)octadecane). Reaction SMILES: [C:1]([O:9][CH:10]1[CH2:15][C:14]([CH3:17])([CH3:16])[N:13]([OH:18])[C:12]([CH3:20])([CH3:19])[CH2:11]1)(=[O:8])[C:2]1[CH:7]=[CH:6][CH:5]=[CH:4][CH:3]=1.[C:21]([O:25]O)([CH3:24])([CH3:23])C.[CH3:27][CH2:28][CH2:29][CH2:30][CH2:31][CH2:32][CH2:33][CH2:34][CH2:35][CH2:36][CH2:37][CH2:38][CH2:39][CH2:40][CH2:41][CH2:42][CH2:43][CH3:44]>[Mo](=O)(=O)=O>[C:1]([O:9][CH:10]1[CH2:11][C:12]([CH3:20])([CH3:19])[N:13]([O:18][C:44]([O:18][N:13]2[C:12]([CH3:20])([CH3:19])[CH2:11][CH:10]([O:9][C:1](=[O:8])[C:2]3[CH:3]=[CH:4][CH:5]=[CH:6][CH:7]=3)[CH2:15][C:14]2([CH3:16])[CH3:17])([O:18][N:13]2[C:14]([CH3:16])([CH3:15])[CH2:24][CH:21]([O:25][C:1](=[O:8])[C:2]3[CH:7]=[CH:6][CH:5]=[CH:4][CH:3]=3)[CH2:23][C:12]2([CH3:19])[CH3:11])[CH2:43][CH2:42][CH2:41][CH2:40][CH2:39][CH2:38][CH2:37][CH2:36][CH2:35][CH2:34][CH2:33][CH2:32][CH2:31][CH2:30][CH2:29][CH2:28][CH3:27])[C:14]([CH3:16])([CH3:17])[CH2:15]1)(=[O:8])[C:2]1[CH:3]=[CH:4][CH:5]=[CH:6][CH:7]=1. Procedure: A mixture of 80 mmol of 4-benzoyloxy-1-oxyl-2,2,6,6-tetramethylpiperidine, 250 mmol of 90% tert-butyl hydroperoxide, 125 grams of octadecane and 5 mmol of molybdenum trioxide is heated ait 140° C. in a Fischer-Porter prerssure bottle till the red color of the N-oxyl compound is no longer visible. The reaction mixture is purified by flash chromatography. Reactants: CO, O=C(O)c1cc(F)ccc1[N+](=O)[O-], [Na+], O=C([O-])O, O=S(=O)(O)O. The product is COC(=O)c1cc(F)ccc1[N+](=O)[O-]. Reaction SMILES: [CH3:24][OH:25].[F:6][c:7]1[cH:8][cH:9][c:10]([N+:16](=[O:17])[O-:18])[c:11]([C:12](=[O:13])[OH:14])[cH:15]1.[Na+:19].[OH:20][C:21](=[O:22])[O-:23].[S:1](=[O:2])(=[O:3])([OH:4])[OH:5]>>[F:6][c:7]1[cH:8][cH:9][c:10]([N+:16](=[O:17])[O-:18])[c:11]([C:12](=[O:13])[O:14][CH3:21])[cH:15]1. Starting materials: Br, O=C([O-])[O-], CO, [K+], Nc1ccccc1F, [Na+], [Na+], [Na], O, N#C[S-]. Product: N#CSc1ccc(N)c(F)c1. As a reaction SMILES: [Br:1].[C:14](=[O:15])([O-:16])[O-:17].[CH3:21][OH:22].[K+:10].[NH2:2][c:3]1[cH:4][cH:5][cH:6][cH:7][c:8]1[F:9].[Na+:18].[Na+:19].[Na:20].[OH2:23].[S-:11][C:12]#[N:13]>>[NH2:2][c:3]1[cH:4][cH:5][c:6]([S:11][C:12]#[N:13])[cH:7][c:8]1[F:9]. Reactants: C(CCC)N1CCC(CC1)=O (1-butyl-4-piperidone), NN1C=CC=C1 (1-aminopyrrole), [BH4-].[Na+] (NaBH4). Solvent: C1(=CC=CC=C1)C (toluene). Run at temperature 70 celsius, time 2 hour. Yields the product C(CCC)N1CCC(CC1)NN1C=CC=C1 (1-(n-Butyl)-4-(1H-pyrrol-1-yl)aminopiperidine). The yield is 92.6%. RXN SMILES: [CH2:1]([N:5]1[CH2:10][CH2:9][C:8](=O)[CH2:7][CH2:6]1)[CH2:2][CH2:3][CH3:4].[NH2:12][N:13]1[CH:17]=[CH:16][CH:15]=[CH:14]1.[BH4-].[Na+]>C1(C)C=CC=CC=1>[CH2:1]([N:5]1[CH2:10][CH2:9][CH:8]([NH:12][N:13]2[CH:17]=[CH:16][CH:15]=[CH:14]2)[CH2:7][CH2:6]1)[CH2:2][CH2:3][CH3:4] |f:2.3|. Procedure: A solution of 1-butyl-4-piperidone (6.2 g, 40 mmole) and 1-aminopyrrole (3.3 g, 40 mmole) in 100 ml of toluene was stirred at reflux overnight (about 16 hours). The mixture was cooled and then evaporated to an oil, which in turn was dissolved in 75 ml of isopropanol, and 22 ml of ethanol. To the solution was added NaBH4 (3.8 g, 100 mole). The mixture was stirred at 70° C. for 2 hours and then evaporated, stirred with water and extracted with ethyl acetate-ether. The organic extract was washed wi... Reactants: N1(CCNCC1)C(=O)OC(C)(C)C (tert-butyl piperazine-1-carboxylate), C1(CCC1)=O (cyclobutanone), [BH-](OC(=O)C)(OC(=O)C)OC(=O)C.[Na+] (NaBH(OAc)3). The solvent is C(CCl)Cl (ClCH2CH2Cl). Run at time 16 hour. Product: C1(CCC1)N1CCN(CC1)C(=O)OC(C)(C)C (tert-butyl 4-cyclobutylpiperazine-1-carboxylate). Yield: 99.9%. RXN SMILES: [N:1]1([C:7]([O:9][C:10]([CH3:13])([CH3:12])[CH3:11])=[O:8])[CH2:6][CH2:5][NH:4][CH2:3][CH2:2]1.[C:14]1(=O)[CH2:17][CH2:16][CH2:15]1.[BH-](OC(C)=O)(OC(C)=O)OC(C)=O.[Na+]>C(Cl)CCl>[CH:14]1([N:4]2[CH2:5][CH2:6][N:1]([C:7]([O:9][C:10]([CH3:13])([CH3:12])[CH3:11])=[O:8])[CH2:2][CH2:3]2)[CH2:17][CH2:16][CH2:15]1 |f:2.3|. Procedure details: To a solution of compound tert-butyl piperazine-1-carboxylate (37.2 g, 200 mmol) in ClCH2CH2Cl (500 mL) was added cyclobutanone (21 g, 300 mmol) and NaBH(OAc)3 (84.8 g, 400 mmol). The reaction mixture was stirred at rt for 16 h, quenched with saturated aq. Na2CO3 (500 mL) and extracted with DCM (3×500 mL). The combined organic layers were washed with brine (50 mL), dried, filtered and concentrated under reduced pressure to afford the desired compound tert-butyl 4-cyclobutylpiperazine-1-carboxyla... Reactants: FC=1C2=CC(=CC=C2C=2C=CC(=CC2C1)O)CCCCCCCC (9-fluoro-7-octylphenanthren-2-ol), C(CCCCC)(=O)Cl (hexanoyl chloride). Yields the product C(CCCCC)(=O)OC1=CC=2C=C(C3=CC(=CC=C3C2C=C1)CCCCCCCC)F (9-Fluoro-7-octylphenanthren-2-yl hexanoate). RXN SMILES: [F:1][C:2]1[C:3]2[C:8]([C:9]3[CH:10]=[CH:11][C:12]([OH:16])=[CH:13][C:14]=3[CH:15]=1)=[CH:7][CH:6]=[C:5]([CH2:17][CH2:18][CH2:19][CH2:20][CH2:21][CH2:22][CH2:23][CH3:24])[CH:4]=2.[C:25](Cl)(=[O:31])[CH2:26][CH2:27][CH2:28][CH2:29][CH3:30]>>[C:25]([O:16][C:12]1[CH:11]=[CH:10][C:9]2[C:8]3[C:3](=[CH:4][C:5]([CH2:17][CH2:18][CH2:19][CH2:20][CH2:21][CH2:22][CH2:23][CH3:24])=[CH:6][CH:7]=3)[C:2]([F:1])=[CH:15][C:14]=2[CH:13]=1)(=[O:31])[CH2:26][CH2:27][CH2:28][CH2:29][CH3:30]. Procedure details: From 9-fluoro-7-octylphenanthren-2-ol by reaction with hexanoyl chloride. Solvent: C1CCOC1 (THF), C1CCOC1 (THF), ethyl acetate hexanes. Procedure details: To a solution of trimethylphosphonoacetate (13 mL, 82 mmol) in 36 mL of THF at 0° C. was added lithium bis(trimethylsilyl)amide (82 mL of 1M THF solution, 82 mmol). This solution was stirred for 20 min, and a solution of 3-cyclopentoxy-4-methoxybenzaldehyde (15 g, 68 mmol) in 30 mL of THF was then added dropwise via addition funnel. When reaction was judged complete by TLC analysis, the reaction was diluted with ethyl acetate:hexanes (1:1), and the organic layer was washed with H2O and brine. Th... Reaction conditions: time 20 minute. RXN SMILES: C[C:2](P(OC)(O)=O)([C:4]([O-:6])=[O:5])[CH3:3].[CH3:12][Si]([N-][Si](C)(C)C)(C)C.[Li+].[CH:22]1([O:27][C:28]2[CH:29]=[C:30]([CH:33]=[CH:34][C:35]=2[O:36][CH3:37])C=O)[CH2:26][CH2:25][CH2:24][CH2:23]1>C1COCC1>[CH3:12][O:6][C:4](=[O:5])/[CH:2]=[CH:3]/[C:30]1[CH:33]=[CH:34][C:35]([O:36][CH3:37])=[C:28]([O:27][CH:22]2[CH2:26][CH2:25][CH2:24][CH2:23]2)[CH:29]=1 |f:1.2|. The reactants are CC(C)(C(=O)[O-])P(=O)(O)OC (trimethylphosphonoacetate), C[Si](C)(C)[N-][Si](C)(C)C.[Li+] (lithium bis(trimethylsilyl)amide), C1(CCCC1)OC=1C=C(C=O)C=CC1OC (3-cyclopentoxy-4-methoxybenzaldehyde). Yield: 91.5%. Product: COC(\C=C\C1=CC(=C(C=C1)OC)OC1CCCC1)=O ((E)-methyl-3-(3-cyclopentoxy-4-methoxyphenyl)-prop-2-en-oate). The reactants are CC1=C2CCCOC2=CC=C1C(=O)NNC(C)(C)C (1-(5-methylchroman-6-carbonyl)-2-t-butyl hydrazine), CC1=C2CCCOC2=CC=C1C(=O)N(N)C(C)(C)C (1-(5-methylchroman-6-carbonyl)-1-t-butyl hydrazine), C(C)O (ethanol), Cl (hydrochloric acid). Solvent: O (water). The product is Cl.CC1=C2CCCOC2=CC=C1C(=O)NNC(C)(C)C (1-(5-methylchroman-6-carbonyl)-2-t-butyl hydrazine hydrochloride). The yield is 68.0%. Reaction SMILES: [CH3:1][C:2]1[C:11]([C:12]([NH:14][NH:15][C:16]([CH3:19])([CH3:18])[CH3:17])=[O:13])=[CH:10][CH:9]=[C:8]2[C:3]=1[CH2:4][CH2:5][CH2:6][O:7]2.CC1C(C(N(C(C)(C)C)N)=O)=CC=C2C=1CCCO2.C(O)C.[ClH:42]>O>[ClH:42].[CH3:1][C:2]1[C:11]([C:12]([NH:14][NH:15][C:16]([CH3:19])([CH3:18])[CH3:17])=[O:13])=[CH:10][CH:9]=[C:8]2[C:3]=1[CH2:4][CH2:5][CH2:6][O:7]2 |f:5.6|. Reported procedure: To a solid consisting of 70% of 1-(5-methylchroman-6-carbonyl)-2-t-butyl hydrazine and 30% of 1-(5-methylchroman-6-carbonyl)-1-t-butyl hydrazine was added 10 ml of dehydrated ethanol containing 10% of hydrochloric acid and then the resultant was heated under reflux for 30 minutes. After cooling with ice and water, the precipitated crystals were filtered to obtain 0.88 g of 1-(5-methylchroman-6-carbonyl)-2-t-butyl hydrazine hydrochloride with a melting point of 217° to 220° C. in a yield of 68%. ...